From a dataset of the Open Reaction Database (ORD), a public repository of structured organic reaction records. describe an organic reaction: reactants, conditions, products, and yield Reactants: C1=CCCCC1, CCO, CN(C)CC(O)COc1ccc(Nc2ncc([N+](=O)[O-])c(Nc3ccccc3)n2)cc1. The product is CN(C)CC(O)COc1ccc(Nc2ncc(N)c(Nc3ccccc3)n2)cc1. As a reaction SMILES: [CH2:32]1[CH2:33][CH:34]=[CH:35][CH2:36][CH2:37]1.[CH3:38][CH2:39][OH:40].[NH:1]([c:2]1[cH:3][cH:4][cH:5][cH:6][cH:7]1)[c:8]1[n:9][c:10]([NH:17][c:18]2[cH:19][cH:20][c:21]([O:24][CH2:25][CH:26]([CH2:27][N:28]([CH3:29])[CH3:30])[OH:31])[cH:22][cH:23]2)[n:11][cH:12][c:13]1[N+:14]([O-:15])=[O:16]>>[NH:1]([c:2]1[cH:3][cH:4][cH:5][cH:6][cH:7]1)[c:8]1[n:9][c:10]([NH:17][c:18]2[cH:19][cH:20][c:21]([O:24][CH2:25][CH:26]([CH2:27][N:28]([CH3:29])[CH3:30])[OH:31])[cH:22][cH:23]2)[n:11][cH:12][c:13]1[NH2:14]. The reactants are IC(C)C (2-iodopropane), BrC(C)C (2-bromopropane), ice water, CC1=CC=C(C=2C=CNC12)C(=O)OC (methyl 7-methyl-1H-indole-4-carboxylate), [H-].[Na+] (sodium hydride), [H-].[Na+] (sodium hydride), [H-].[Na+] (sodium hydride), IC(C)C (2-iodopropane). Run in CN(C)C=O (DMF). Run at temperature 70 celsius, time 16 hour. Yields the product CC1=CC=C(C=2C=CN(C12)C(C)C)C(=O)OC (Methyl 7-methyl-1-(1-methylethyl)-1H-indole-4-carboxylate). Isolated yield 43.1%. RXN SMILES: [CH3:1][C:2]1[C:10]2[NH:9][CH:8]=[CH:7][C:6]=2[C:5]([C:11]([O:13][CH3:14])=[O:12])=[CH:4][CH:3]=1.[H-].[Na+].I[CH:18]([CH3:20])[CH3:19].BrC(C)C>CN(C=O)C>[CH3:1][C:2]1[C:10]2[N:9]([CH:18]([CH3:20])[CH3:19])[CH:8]=[CH:7][C:6]=2[C:5]([C:11]([O:13][CH3:14])=[O:12])=[CH:4][CH:3]=1 |f:1.2|. Procedure details: A cooled (ice/water bath) solution of methyl 7-methyl-1H-indole-4-carboxylate (260 mg, 1.374 mmol) in DMF (20 mL) was added sodium hydride (43.4 mg, 1.718 mmol). After 10 minutes 2-iodopropane (0.151 mL, 1.512 mmol) was added and the reaction was stirred for 16 h. LCMS showed reaction only 10% complete. Added sodium hydride (43.4 mg, 1.718 mmol) followed by 2-iodopropane (0.151 mL, 1.512 mmol). After 2 hours LCMS showed reaction was 15% compete. Added more sodium hydride (43.4 mg, 1.718 mmol) an...